Dataset: the Open Reaction Database (ORD), a public repository of structured organic reaction records. Task: describe an organic reaction: reactants, conditions, products, and yield Starting materials: C(C1=CC=CC=C1)=O (Benzaldehyde), [C@@H]1([C@@H](CCCC1)N)N ((R,R)-cyclohexane-1,2-diamine), [BH3-]C#N.[Na+] (NaBH3CN). Solvent: CO (MeOH). Conditions: time 30 minute. Product: C(C1=CC=CC=C1)N[C@H]1[C@@H](CCCC1)NCC1=CC=CC=C1 ((R,R)-N,N′-Dibenzyl-cyclohexane-1,2-diamine). Isolated yield 95.9%. Reaction SMILES: [CH:1](=O)[C:2]1[CH:7]=[CH:6][CH:5]=[CH:4][CH:3]=1.[C@@H:9]1([NH2:16])[CH2:14][CH2:13][CH2:12][CH2:11][C@H:10]1N.[BH3-][C:18]#[N:19].[Na+]>CO>[CH2:1]([NH:16][C@@H:9]1[CH2:10][CH2:11][CH2:12][CH2:13][C@H:14]1[NH:19][CH2:18][C:2]1[CH:7]=[CH:6][CH:5]=[CH:4][CH:3]=1)[C:2]1[CH:7]=[CH:6][CH:5]=[CH:4][CH:3]=1 |f:2.3|. Reported procedure: Benzaldehyde (12.72 g, 120 mmol) was added dropwise over a period of 2 minutes to a solution of (R,R)-cyclohexane-1,2-diamine (6.84 g, 60 mmol) in 100 mL of anhydrous MeOH at refluxing temperature. After stirring for 30 min, the solution was allowed to cool to room temperature and NaBH3CN (4.8 g, 126 mmol) was added in portions. After the vigorous effervescence subsided down, the mixture was brought to refluxing and stirred for 20 min. The reaction was quenched by water and extracted with dichlo... Starting materials: CO (methanol), N1C=C(C2=CC=CC=C12)CO (1H-indole-3-methanol), CO (methanol), CO (methanol). The solvent is O (water), O (water). Yields the product N1C=C(C2=CC=CC=C12)COC (1H-indol-3-yl methoxy methane). As a reaction SMILES: [NH:1]1[C:9]2[C:4](=[CH:5][CH:6]=[CH:7][CH:8]=2)[C:3]([CH2:10][OH:11])=[CH:2]1.[CH3:12]O>O>[NH:1]1[C:9]2[C:4](=[CH:5][CH:6]=[CH:7][CH:8]=2)[C:3]([CH2:10][O:11][CH3:12])=[CH:2]1. Procedure: Relatively pure 1H-indole-3-methanol (I3C™ from Designed Nutritional Products, Orem, UT, US) in a water solution was prepared for HPLC analysis. One sample was diluted with water and the other was diluted with methanol. By the time the partial methanol solution could be injected into the HPLC, the reaction with methanol had taken place to form 1H-indol-3-yl methoxy methane, the methyl ether of 1H-indole-3-methanol, and two peaks of about the same magnitude were observed. The same solution when d... The reactants are ClC=1C=C2C(N(C1)CCCCS(=O)(=O)[O-])=N\C(\C2(C)C)=C\C=C(\C=C\C2=[N+](C=1C=CC3=C(C1C2(C)C)C=C(C=C3S(=O)(=O)[O-])S(=O)(=O)[O-])CCCCS(=O)(=O)[O-])/C3=CC(=CC=C3)CCCCC(=O)ON3C(CCC3=O)=O.[Na+].[Na+].[Na+] (Sodium 2-((1E,3Z,5E)-5-(5-Chloro-3,3-dimethyl-7-(4-sulfonatobutyl)-3,7-dihydro-2H-pyrrolo[2,3-b]pyridin-2-ylidene)-3-(3-(5-(2,5-dioxopyrrolidin-1-yloxy)-5-oxopentyl)phenyl)penta-1,3-dienyl)-1,1-dimethyl-3-(4-sulfonatobutyl)-1H-benzo[e]indolium-6,8-disulfonate), C(=O)(O)CC\C(=C/C=C\1/N(C2=CC=C(C=C2C1(C)C)S(=O)(=O)[O-])CCCS(=O)(=O)[O-])\C=C\C=1C(C=2C(=[N+](C=C(C2)Cl)CCCS(=O)(=O)[O-])N1)(C)C.[Na+].[Na+] (Sodium (E)-2-((2E,4E)-3-(2-Carboxyethyl)-5-(5-chloro-3,3-dimethyl-7-(3-sulfonatopropyl)-3H-pyrrolo[2,3-b]pyridin-7-ium-2-yl)penta-2,4-dienylidene)-3,3-dimethyl-1-(3-sulfonatopropyl)indoline-5-sulfonate). The product is ClC=1C=C2C(=[N+](C1)CCCS(=O)(=O)[O-])N=C(C2(C)C)/C=C/C(=C/C=C\2/N(C1=CC=C(C=C1C2(C)C)S(=O)(=O)[O-])CCCS(=O)(=O)[O-])/CCC(=O)ON2C(CCC2=O)=O.[Na+].[Na+] (Sodium (E)-2-((E)-3-((E)-2-(5-Chloro-3,3-dimethyl-7-(3-sulfonatopropyl)-3H-pyrrolo[2,3-b]pyridin-7-ium-2-yl)vinyl)-6-(2,5-dioxopyrrolidin-1-yloxy)-6-oxohex-2-enylidene)-3,3-dimethyl-1-(3-sulfonatopropyl)indoline-5-sulfonate). RXN SMILES: ClC1C=C2C(C)(C)/C(=C\C=C(/C3C=CC=C(CCCCC(O[N:70]4[C:74](=[O:75])[CH2:73][CH2:72][C:71]4=[O:76])=O)C=3)\C=C\C3C(C)(C)C4C5C=C(S([O-])(=O)=O)C=C(S([O-])(=O)=O)C=5C=CC=4[N+]=3CCCCS([O-])(=O)=O)/N=C2N(CCCCS([O-])(=O)=O)C=1.[Na+:77].[Na+].[Na+].[C:80]([CH2:83][CH2:84]/[C:85](/[CH:110]=[CH:111]/[C:112]1[C:113]([CH3:130])([CH3:129])[C:114]2[C:115]([N:128]=1)=[N+:116]([CH2:121][CH2:122][CH2:123][S:124]([O-:127])(=[O:126])=[O:125])[CH:117]=[C:118]([Cl:120])[CH:119]=2)=[CH:86]\[CH:87]=[C:88]1\[N:89]([CH2:103][CH2:104][CH2:105][S:106]([O-:109])(=[O:108])=[O:107])[C:90]2[C:95]([C:96]\1([CH3:98])[CH3:97])=[CH:94][C:93]([S:99]([O-:102])(=[O:101])=[O:100])=[CH:92][CH:91]=2)([OH:82])=[O:81].[Na+].[Na+]>>[Cl:120][C:118]1[CH:119]=[C:114]2[C:113]([CH3:130])([CH3:129])[C:112](/[CH:111]=[CH:110]/[C:85](/[CH2:84][CH2:83][C:80]([O:82][N:70]3[C:74](=[O:75])[CH2:73][CH2:72][C:71]3=[O:76])=[O:81])=[CH:86]/[CH:87]=[C:88]3/[N:89]([CH2:103][CH2:104][CH2:105][S:106]([O-:109])(=[O:107])=[O:108])[C:90]4[C:95]([C:96]/3([CH3:97])[CH3:98])=[CH:94][C:93]([S:99]([O-:102])(=[O:100])=[O:101])=[CH:92][CH:91]=4)=[N:128][C:115]2=[N+:116]([CH2:121][CH2:122][CH2:123][S:124]([O-:127])(=[O:126])=[O:125])[CH:117]=1.[Na+:77].[Na+:77] |f:0.1.2.3,4.5.6,7.8.9|. Procedure: Compound 36 is prepared analogously to compound 29 (Example 38), except that compound 19 is used as a starting material. The reactants are CCOC(OCC)N(C)C, CCC1(CC)CCC(=O)c2cc(OC)ccc21. Product: CCC1(CC)CC(=CN(C)C)C(=O)c2cc(OC)ccc21. As a reaction SMILES: [CH2:18]([O:19][CH:21]([O:20][CH2:25][CH3:26])[N:22]([CH3:23])[CH3:24])[CH3:27].[CH2:1]([CH3:2])[C:3]1([CH2:16][CH3:17])[CH2:4][CH2:5][C:6](=[O:15])[c:7]2[cH:8][c:9]([O:13][CH3:14])[cH:10][cH:11][c:12]21>>[CH2:1]([CH3:2])[C:3]1([CH2:16][CH3:17])[CH2:4][C:5](=[CH:21][N:22]([CH3:23])[CH3:24])[C:6](=[O:15])[c:7]2[cH:8][c:9]([O:13][CH3:14])[cH:10][cH:11][c:12]21. The reactants are CC(C)(C)[Si](C)(C)OCCONC(=O)c1cc(C=O)c(F)c(F)c1Nc1ccc(I)cc1F, C1CCOC1, O, O, Cc1ccc(S(=O)(=O)O)cc1. Yields the product O=Cc1cc(C(=O)NOCCO)c(Nc2ccc(I)cc2F)c(F)c1F. RXN SMILES: [C:1]([Si:2]([CH3:3])([CH3:4])[O:6][CH2:7][CH2:8][O:9][NH:10][C:11]([c:12]1[c:13]([NH:22][c:23]2[c:24]([F:30])[cH:25][c:26]([I:29])[cH:27][cH:28]2)[c:14]([F:21])[c:15]([F:20])[c:16]([CH:18]=[O:19])[cH:17]1)=[O:31])([CH3:5])([CH3:32])[CH3:33].[O:46]1[CH2:47][CH2:48][CH2:49][CH2:50]1.[OH2:34].[OH2:51].[c:35]1([CH3:36])[cH:37][cH:38][c:39]([S:40]([OH:41])(=[O:42])=[O:43])[cH:44][cH:45]1>>[OH:6][CH2:7][CH2:8][O:9][NH:10][C:11]([c:12]1[c:13]([NH:22][c:23]2[c:24]([F:30])[cH:25][c:26]([I:29])[cH:27][cH:28]2)[c:14]([F:21])[c:15]([F:20])[c:16]([CH:18]=[O:19])[cH:17]1)=[O:31]. The reactants are ( II ), Cl.COC(=O)C1=CSC=C1N (4-amino-thiophene-3-carboxylic acid methyl ester hydrochloride), ( 21 ), C(C)OC(=O)C1=C(C=2C(NC1=O)=CSC2)Cl (4-chloro-1,2-dihydro-2-oxo-thieno[3,4-b]pyridine-3-carboxylic acid ethyl ester), ( 25 ), C(C)C(C(=O)Cl)C(=O)Cl (ethylmalonyl chloride). The product is COC(=O)C1=CSC=C1NC(CC(=O)OCC)=O (4-(2-ethoxycarbonyl-acetylamino)-thiophene-3-carboxylic acid methyl ester). RXN SMILES: [CH2:1]([O:3][C:4]([C:6]1[C:11](=[O:12])NC2=CSC=C2C=1Cl)=[O:5])[CH3:2].Cl.[CH3:18][O:19][C:20]([C:22]1[C:26]([NH2:27])=[CH:25][S:24][CH:23]=1)=[O:21].C(C(C(Cl)=O)C(Cl)=O)C>>[CH3:18][O:19][C:20]([C:22]1[C:26]([NH:27][C:11](=[O:12])[CH2:6][C:4]([O:3][CH2:1][CH3:2])=[O:5])=[CH:25][S:24][CH:23]=1)=[O:21] |f:1.2|. Procedure: A preferred intermediate in the preparation of a compound of formula (II) is 4-chloro-1,2-dihydro-2-oxo-thieno[3,4-b]pyridine-3-carboxylic acid ethyl ester, depicted by formula (25) below. To prepare this intermediate, 4-amino-thiophene-3-carboxylic acid methyl ester hydrochloride, depicted by formula (21), was reacted with ethylmalonyl chloride to yield intermediate 4-(2-ethoxycarbonyl-acetylamino)-thiophene-3-carboxylic acid methyl ester, depicted by formula (22). This intermediate was convert... Starting materials: C(CC)(=O)C=1C=CC=C2CC(NC12)=O (7-propionyloxindole), C(C1=CC=CC=C1)(=O)C=1C=CC=C2CC(NC12)=O (7-benzoyloxindole), C1(=CC=CS1)C(=O)C=1C=CC=C2CC(NC12)=O (7-(2-thenoyl)oxindole), C1=C(C=CS1)C(=O)C=1C=CC=C2CC(NC12)=O (7-(3-thenoyl)oxindole), CC=1C=C2CC(NC2=C(C1)C(C)=O)=O (5-methyl-7-acetyloxindole), CSC=1C=C2CC(NC2=C(C1)C(C)=O)=O (5-methylthio-7-acetyloxindole), FC=1C=C2CC(NC2=C(C1)C(C1=CC=CC=C1)=O)=O (5-fluoro-7-benzoyloxindole), BrC=1C=C2CC(NC2=C(C1)C(C1=CC=CS1)=O)=O (5-bromo-7-(2-thenoyl)oxindole). Product: C(C)(=O)C=1C=CC=C2CC(NC12)=O (7-acetyloxindole). RXN SMILES: [C:1]([C:5]1[CH:6]=[CH:7][CH:8]=[C:9]2[C:13]=1[NH:12][C:11](=[O:14])[CH2:10]2)(=[O:4])[CH2:2]C.C(C1C=CC=C2C=1NC(=O)C2)(=O)C1C=CC=CC=1.C1(C(C2C=CC=C3C=2NC(=O)C3)=O)SC=CC=1.C1SC=CC=1C(C1C=CC=C2C=1NC(=O)C2)=O.CC1C=C2C(=C(C(=O)C)C=1)NC(=O)C2.CSC1C=C2C(=C(C(=O)C)C=1)NC(=O)C2.FC1C=C2C(=C(C(=O)C3C=CC=CC=3)C=1)NC(=O)C2.BrC1C=C2C(=C(C(=O)C3SC=CC=3)C=1)NC(=O)C2>>[C:1]([C:5]1[CH:6]=[CH:7][CH:8]=[C:9]2[C:13]=1[NH:12][C:11](=[O:14])[CH2:10]2)(=[O:4])[CH3:2]. Procedure: Starting with the appropriate reagents and following the procedure of Preparation K, 7-propionyloxindole, 7-benzoyloxindole, 7-(2-thenoyl)oxindole, 7-(3-thenoyl)oxindole, 5-methyl-7-acetyloxindole, 5-methylthio-7-acetyloxindole, 5-fluoro-7-benzoyloxindole and 5-bromo-7-(2-thenoyl)oxindole are prepared.